This data is from the Open Reaction Database (ORD), a public repository of structured organic reaction records. The task is: describe an organic reaction: reactants, conditions, products, and yield Reactants: C(CCCCC)N(C1=CC=C(C=C1)N)CCCCCC (N,N-di-n-hexylbenzene1,4-diamine), FC1=CC=C(C=C1)[N+](=O)[O-] (1-fluoro-4-nitrobenzene), C(CCCCC)N(C1=CC=C(C=C1)[N+](=O)[O-])CCCCCC (N,N-di-n-hexyl-N-(4-nitrophenyl)amine). Run in CS(=O)C (methyl sulfoxide). Run at temperature 100 celsius. Product: [N+](=O)([O-])C1=CC=C(C=C1)N(C1=CC=C(C=C1)NCCCCCC)CCCCCC (N′-(4-nitrophenyl)-N,N′-di-n-hexylbenzene-1,4-diamine). RXN SMILES: [CH2:1]([N:7](CCCCCC)C1C=CC(N)=CC=1)[CH2:2][CH2:3][CH2:4][CH2:5][CH3:6].FC1C=CC([N+]([O-])=O)=CC=1.[CH2:31]([N:37]([CH2:47][CH2:48][CH2:49][CH2:50][CH2:51][CH3:52])[C:38]1[CH:43]=[CH:42][C:41]([N+:44]([O-:46])=[O:45])=[CH:40][CH:39]=1)[CH2:32][CH2:33][CH2:34][CH2:35][CH3:36]>CS(C)=O>[N+:44]([C:41]1[CH:40]=[CH:39][C:38]([N:37]([CH2:31][CH2:32][CH2:33][CH2:34][CH2:35][CH3:36])[C:47]2[CH:52]=[CH:51][C:50]([NH:7][CH2:1][CH2:2][CH2:3][CH2:4][CH2:5][CH3:6])=[CH:49][CH:48]=2)=[CH:43][CH:42]=1)([O-:46])=[O:45]. Procedure: To a flask equipped with a magnetic stirrer, reflux condenser, and a nitrogen inlet was added N,N-di-n-hexylbenzene1,4-diamine (22.3 grams 0.09 moles), 1-fluoro-4-nitrobenzene (4.3 grams. 0.03 moles) and anhydrous methyl sulfoxide (40 ml). The contents of the flask were heated at 100° C. for 3 days; cooled to room temperature; partitioned between ethyl acetate (200 ml) and water (100 ml). The ethyl acetate extract was washed with water (4×100 ml) followed by brine (50 ml). The ethyl acetate extr... The reactants are C(C)(C)[Mg]Cl (Isopropylmagnesium chloride), C(#N)CC(=O)O (cyanoacetic acid), ClC1=CC=C(C=C1)CC(=O)O (4-chlorophenylacetic acid), C1=CN(C=N1)C(=O)N2C=CN=C2 (N,N-carbonyldiimidazole). Run in C(C)(=O)O (acetic acid), O (water), C(C)(=O)O (acetic acid), O1CCCC1 (tetrahydrofuran), O1CCCC1 (tetrahydrofuran). Conditions: time 1 hour. The product is ClC1=CC=C(C=C1)CC(CC#N)=O (4-(4-Chlorophenyl)-3-oxobutanenitrile). The yield is 60.4%. RXN SMILES: C([Mg]Cl)(C)C.[C:6]([CH2:8][C:9]([OH:11])=O)#[N:7].[Cl:12][C:13]1[CH:18]=[CH:17][C:16]([CH2:19]C(O)=O)=[CH:15][CH:14]=1.C1N=CN(C(N2C=NC=C2)=O)C=1>O1CCCC1.C(O)(=O)C.O>[Cl:12][C:13]1[CH:18]=[CH:17][C:16]([CH2:19][C:9](=[O:11])[CH2:8][C:6]#[N:7])=[CH:15][CH:14]=1. Reported procedure: Isopropylmagnesium chloride (24.6 mL, 2 M solution in THF, 50 mmol, 5 equiv) was added to a −78° C. solution of cyanoacetic acid (2.52 g, 29.6 mmol, 2.96 equiv) in 80 mL of anhydrous tetrahydrofuran. After 1 h, a solution of 4-chlorophenylacetic acid (1.7 g, 10 mmol, 1.0 equiv) and N,N-carbonyldiimidazole (1.93 g, 11.9 mmol, 1.19 equiv) in 20 mL of anhydrous tetrahydrofuran was added to the reaction mixture, and the reaction mixture was warmed to ambient temperature. After 16 h, the reaction mix...